From a dataset of the Open Reaction Database (ORD), a public repository of structured organic reaction records. describe an organic reaction: reactants, conditions, products, and yield The reactants are CCOC(=O)C(C)(C)Oc1ccc(CCNCc2ccc(C(F)(F)F)cc2)cc1, O=[N+]([O-])c1ccc(Cl)nc1, [K+], [K+], O=C([O-])[O-], C1COCCO1. The product is CCOC(=O)C(C)(C)Oc1ccc(CCN(Cc2ccc(C(F)(F)F)cc2)c2ccc([N+](=O)[O-])cn2)cc1. As a reaction SMILES: [CH3:1][C:2]([C:3](=[O:4])[O:5][CH2:6][CH3:7])([CH3:8])[O:9][c:10]1[cH:11][cH:12][c:13]([CH2:16][CH2:17][NH:18][CH2:19][c:20]2[cH:21][cH:22][c:23]([C:26]([F:27])([F:28])[F:29])[cH:24][cH:25]2)[cH:14][cH:15]1.[Cl:30][c:31]1[n:32][cH:33][c:34]([N+:37](=[O:38])[O-:39])[cH:35][cH:36]1.[K+:40].[K+:41].[O-:42][C:43]([O-:44])=[O:45].[O:46]1[CH2:47][CH2:48][O:49][CH2:50][CH2:51]1>>[CH3:1][C:2]([C:3](=[O:4])[O:5][CH2:6][CH3:7])([CH3:8])[O:9][c:10]1[cH:11][cH:12][c:13]([CH2:16][CH2:17][N:18]([CH2:19][c:20]2[cH:21][cH:22][c:23]([C:26]([F:27])([F:28])[F:29])[cH:24][cH:25]2)[c:31]2[n:32][cH:33][c:34]([N+:37](=[O:38])[O-:39])[cH:35][cH:36]2)[cH:14][cH:15]1. Reactants: [Si](C)(C)(C(C)(C)C)O[C@@H]1C[C@H](CNC1)O ((3R,5R)-5-(tert-butyldimethylsilyloxy)piperidin-3-ol), benzyl chloro formate, crude mixture, CCOC(=O)C (EtOAc). Solvent: O1CCOCC1 (1,4-dioxane), O (water). Conditions: time 4 hour. The product is [Si](C)(C)(C(C)(C)C)O[C@H]1CN(C[C@@H](C1)O)C(=O)OCC1=CC=CC=C1 ((3R,5R)-benzyl 3-(tert-butyldimethylsilyloxy)-5-hydroxypiperidine-1-carboxylate). The yield is 74.0%. RXN SMILES: [Si:1]([O:8][C@H:9]1[CH2:14][NH:13][CH2:12][C@H:11]([OH:15])[CH2:10]1)([C:4]([CH3:7])([CH3:6])[CH3:5])([CH3:3])[CH3:2].[CH3:16][CH2:17][O:18][C:19](C)=[O:20]>O1CCOCC1.O>[Si:1]([O:8][C@@H:9]1[CH2:10][C@@H:11]([OH:15])[CH2:12][N:13]([C:19]([O:18][CH2:17][C:16]2[CH:12]=[CH:11][CH:10]=[CH:9][CH:14]=2)=[O:20])[CH2:14]1)([C:4]([CH3:7])([CH3:6])[CH3:5])([CH3:3])[CH3:2]. Procedure details: To a solution of (3R,5R)-5-(tert-butyldimethylsilyloxy)piperidin-3-ol (1 eq) in 20 mL of 1,4-dioxane and 8 mL of water was added benzyl chloro formate (1.5 eq). The mixture was stirred at room temperature for 4 hours. The crude mixture was diluted with 100 mL of EtOAc, washed with brine, then dried over anhydrous MgSO4, filtered, and concentrated in vacuo. The crude residue was purified by flash chromatography (EtOAc:hexanes=1:3) to yield (3R,5R)-benzyl 3-(tert-butyldimethylsilyloxy)-5-hydroxypi... Reported procedure: A mixture of t-butyl 3-[4-(1,1′-biphenyl-4-yl)-2-(phenylimino)-thiazol-3(2H)-yl]propylcarbamate (233 mg) and a 4N solution of hydrogen chloride in dioxane (2 ml) was stirred at room temperature for one hour. To the reaction mixture was added water, and the mixture was washed with diethyl ether. The aqueous layer was basified with a saturated aqueous sodium hydrogen carbonate solution, and the mixture was extracted with chloroform. The organic layer was washed with a saturated brine, and dried ov... Yield: 100.0%. The solvent is O1CCOCC1 (dioxane). Product: NCCCN1C(SC=C1C1=CC=C(C=C1)C1=CC=CC=C1)=NC1=CC=CC=C1 (N-[3-(3-Aminopropyl)-4-(1,1′-biphenyl-4-yl)thiazol-2(3H)-ylidene]-aniline). As a reaction SMILES: [C:1]1([C:30]2[CH:35]=[CH:34][CH:33]=[CH:32][CH:31]=2)[CH:6]=[CH:5][C:4]([C:7]2[N:8]([CH2:19][CH2:20][CH2:21][NH:22]C(=O)OC(C)(C)C)[C:9](=[N:12][C:13]3[CH:18]=[CH:17][CH:16]=[CH:15][CH:14]=3)[S:10][CH:11]=2)=[CH:3][CH:2]=1.Cl.O>O1CCOCC1>[NH2:22][CH2:21][CH2:20][CH2:19][N:8]1[C:7]([C:4]2[CH:5]=[CH:6][C:1]([C:30]3[CH:35]=[CH:34][CH:33]=[CH:32][CH:31]=3)=[CH:2][CH:3]=2)=[CH:11][S:10][C:9]1=[N:12][C:13]1[CH:18]=[CH:17][CH:16]=[CH:15][CH:14]=1. Starting materials: solution, Cl (hydrogen chloride), C1(=CC=C(C=C1)C=1N(C(SC1)=NC1=CC=CC=C1)CCCNC(OC(C)(C)C)=O)C1=CC=CC=C1 (t-butyl 3-[4-(1,1′-biphenyl-4-yl)-2-(phenylimino)-thiazol-3(2H)-yl]propylcarbamate), O (water).